This data is from the Open Reaction Database (ORD), a public repository of structured organic reaction records. The task is: describe an organic reaction: reactants, conditions, products, and yield Reactants: C1(=CC=CC=C1)COC=1C=C2C=CN(C2=CC1)S(=O)(=O)C1=CC=CC=C1 (5-[(phenylmethyl)oxy]-1-(phenylsulfonyl)-1H-indole), [Li]CCCC (n-BuLi), CI (methyl iodide). Solvent: C1CCOC1 (THF). Run at temperature -78 celsius, time 30 minute. Yields the product CC=1N(C2=CC=C(C=C2C1)OCC1=CC=CC=C1)S(=O)(=O)C1=CC=CC=C1 (2-Methyl-5-[(phenyl methyl)oxy]-1-(phenylsulfonyl)-1H-indole). Isolated yield 48.2%. Reaction SMILES: [C:1]1([CH2:7][O:8][C:9]2[CH:10]=[C:11]3[C:15](=[CH:16][CH:17]=2)[N:14]([S:18]([C:21]2[CH:26]=[CH:25][CH:24]=[CH:23][CH:22]=2)(=[O:20])=[O:19])[CH:13]=[CH:12]3)[CH:6]=[CH:5][CH:4]=[CH:3][CH:2]=1.[Li][CH2:28]CCC.CI>C1COCC1>[CH3:28][C:13]1[N:14]([S:18]([C:21]2[CH:26]=[CH:25][CH:24]=[CH:23][CH:22]=2)(=[O:20])=[O:19])[C:15]2[C:11]([CH:12]=1)=[CH:10][C:9]([O:8][CH2:7][C:1]1[CH:2]=[CH:3][CH:4]=[CH:5][CH:6]=1)=[CH:17][CH:16]=2. Procedure: To a solution of 5-[(phenylmethyl)oxy]-1-(phenylsulfonyl)-1H-indole (1.6 g, 4.4 mmol, synthesized as described in Example 22A) in THF (10 mL), under N2, at −78° C., was added n-BuLi (2.5 M solution in hexanes, 2.15 mL, 5.37 mmol) dropwise. After stirring at −78° C. for 30 min, methyl iodide (0.94 g, 6.6 mmol) was added. After 30 min, the −78° C. bath was removed. The solution was warmed to rt. 5% HCl (10 mL) was then added and the mixture was partitioned between EtOAc and water. The organic phas... Product: BrC1=CC=C(C=C1)C1=CC=C(C=C1)N1[C@@H]2[C@H](CC1)CN(C2)C(=O)OCC (Ethyl(3aR,6aR)-1-(4′-bromo-1,1′-biphenyl-4-yl)hexahydropyrrolo[3,4-b]pyrrole-5(1H)-carboxylate). Run at temperature 20 celsius. Starting materials: BrC1=CC=C(C=C1)C1=CC=C(C=C1)Br (4,4′-dibromobiphenyl), C([O-])([O-])=O.[Cs+].[Cs+] (cesium carbonate), N1[C@@H]2[C@H](CC1)CN(C2)C(=O)OCC (Ethyl(3aR,6aR)-hexahydropyrrolo[3,4-b]pyrrole-5(1H)-carboxylate). Reported procedure: The catalyst solution was added to the vessel containing the 4,4′-dibromobiphenyl, cesium carbonate, and the product of Example 41C and the mixture was heated to 98° C. for 12 hours. The mixture was cooled to 20° C. and 80 g of dichloromethane was added. The resulting mixture was stirred and then filtered to remove the catalyst. The resulting solution was concentrated under reduced pressure and the residue was purified by column chromatography to yield 5.65 g of the title compound. RXN SMILES: Br[C:2]1[CH:7]=[CH:6][C:5]([C:8]2[CH:13]=[CH:12][C:11]([Br:14])=[CH:10][CH:9]=2)=[CH:4][CH:3]=1.C(=O)([O-])[O-].[Cs+].[Cs+].[NH:21]1[CH2:25][CH2:24][C@@H:23]2[CH2:26][N:27]([C:29]([O:31][CH2:32][CH3:33])=[O:30])[CH2:28][C@H:22]12>ClCCl>[Br:14][C:11]1[CH:12]=[CH:13][C:8]([C:5]2[CH:6]=[CH:7][C:2]([N:21]3[CH2:25][CH2:24][C@@H:23]4[CH2:26][N:27]([C:29]([O:31][CH2:32][CH3:33])=[O:30])[CH2:28][C@H:22]34)=[CH:3][CH:4]=2)=[CH:9][CH:10]=1 |f:1.2.3|. The solvent is ClCCl (dichloromethane). Starting materials: CN(C)C=O, CCOC(C)=O, CCN(C(C)C)C(C)C, O=[N+]([O-])c1cc(CO)ccc1F, Nc1ccccc1. Yields the product O=[N+]([O-])c1cc(CO)ccc1Nc1ccccc1. As a reaction SMILES: [CH3:22][N:23]([CH3:24])[CH:25]=[O:26].[CH3:34][CH2:35][O:36][C:37](=[O:38])[CH3:39].[CH:13]([N:14]([CH2:15][CH3:16])[CH:17]([CH3:18])[CH3:19])([CH3:20])[CH3:21].[F:1][c:2]1[c:3]([N+:10](=[O:11])[O-:12])[cH:4][c:5]([CH2:8][OH:9])[cH:6][cH:7]1.[NH2:27][c:28]1[cH:29][cH:30][cH:31][cH:32][cH:33]1>>[c:2]1([NH:27][c:28]2[cH:29][cH:30][cH:31][cH:32][cH:33]2)[c:3]([N+:10](=[O:11])[O-:12])[cH:4][c:5]([CH2:8][OH:9])[cH:6][cH:7]1. Reactants: C[Si](C)(C)CCOCn1c(N2CCNCC2)nc(Br)c1Br, O=C([O-])[O-], COc1cc(B2OC(C)(C)C(C)(C)O2)cnc1N, COCCOC, [Na+], [Na+], c1ccc(P(c2ccccc2)(c2ccccc2)[Pd](P(c2ccccc2)(c2ccccc2)c2ccccc2)(P(c2ccccc2)(c2ccccc2)c2ccccc2)P(c2ccccc2)(c2ccccc2)c2ccccc2)cc1. Product: COc1cc(-c2nc(N3CCNCC3)n(COCC[Si](C)(C)C)c2Br)cnc1N. Reaction SMILES: [Br:19][c:20]1[n:21][c:22]([N:34]2[CH2:35][CH2:36][NH:37][CH2:38][CH2:39]2)[n:23]([CH2:26][O:27][CH2:28][CH2:29][Si:30]([CH3:31])([CH3:32])[CH3:33])[c:24]1[Br:25].[C:46](=[O:47])([O-:48])[O-:49].[CH3:1][O:2][c:3]1[c:4]([NH2:18])[n:5][cH:6][c:7]([B:9]2[O:10][C:11]([CH3:12])([CH3:13])[C:14]([CH3:15])([CH3:16])[O:17]2)[cH:8]1.[CH3:40][O:41][CH2:42][CH2:43][O:44][CH3:45].[Na+:50].[Na+:51].[cH:52]1[cH:53][cH:54][c:55]([P:56]([Pd:57]([P:58]([c:59]2[cH:60][cH:61][cH:62][cH:63][cH:64]2)([c:65]2[cH:66][cH:67][cH:68][cH:69][cH:70]2)[c:71]2[cH:72][cH:73][cH:74][cH:75][cH:76]2)([P:77]([c:78]2[cH:79][cH:80][cH:81][cH:82][cH:83]2)([c:84]2[cH:85][cH:86][cH:87][cH:88][cH:89]2)[c:90]2[cH:91][cH:92][cH:93][cH:94][cH:95]2)[P:96]([c:97]2[cH:98][cH:99][cH:100][cH:101][cH:102]2)([c:103]2[cH:104][cH:105][cH:106][cH:107][cH:108]2)[c:109]2[cH:110][cH:111][cH:112][cH:113][cH:114]2)([c:115]2[cH:116][cH:117][cH:118][cH:119][cH:120]2)[c:121]2[cH:122][cH:123][cH:124][cH:125][cH:126]2)[cH:127][cH:128]1>>[CH3:1][O:2][c:3]1[c:4]([NH2:18])[n:5][cH:6][c:7](-[c:20]2[n:21][c:22]([N:34]3[CH2:35][CH2:36][NH:37][CH2:38][CH2:39]3)[n:23]([CH2:26][O:27][CH2:28][CH2:29][Si:30]([CH3:31])([CH3:32])[CH3:33])[c:24]2[Br:25])[cH:8]1. The reactants are CCO, CCOC(=O)CCCc1cc(Nc2ccc(Oc3ccnc4[nH]ccc34)c(F)c2)nc(N)n1. Product: Nc1nc(CCCCO)cc(Nc2ccc(Oc3ccnc4[nH]ccc34)c(F)c2)n1. As a reaction SMILES: [CH3:34][CH2:35][OH:36].[NH2:1][c:2]1[n:3][c:4]([NH:16][c:17]2[cH:18][c:19]([F:33])[c:20]([O:23][c:24]3[c:25]4[c:26]([n:27][cH:28][cH:29]3)[nH:30][cH:31][cH:32]4)[cH:21][cH:22]2)[cH:5][c:6]([CH2:8][CH2:9][CH2:10][C:11](=[O:12])[O:13][CH2:14][CH3:15])[n:7]1>>[NH2:1][c:2]1[n:3][c:4]([NH:16][c:17]2[cH:18][c:19]([F:33])[c:20]([O:23][c:24]3[c:25]4[c:26]([n:27][cH:28][cH:29]3)[nH:30][cH:31][cH:32]4)[cH:21][cH:22]2)[cH:5][c:6]([CH2:8][CH2:9][CH2:10][CH2:11][OH:12])[n:7]1. The reactants are CCN(C(C)C)C(C)C, CN(C)S(=O)(=O)CCCCCCCl, Clc1ccc(C(c2ccccc2)N2CCNCC2)cc1. The product is CN(C)S(=O)(=O)CCCCCCN1CCN(C(c2ccccc2)c2ccc(Cl)cc2)CC1. As a reaction SMILES: [CH2:34]([N:35]([CH:36]([CH3:37])[CH3:38])[CH:39]([CH3:40])[CH3:41])[CH3:42].[CH3:21][N:22]([S:23](=[O:24])(=[O:25])[CH2:26][CH2:27][CH2:28][CH2:29][CH2:30][CH2:31][Cl:32])[CH3:33].[Cl:1][c:2]1[cH:3][cH:4][c:5]([CH:8]([N:9]2[CH2:10][CH2:11][NH:12][CH2:13][CH2:14]2)[c:15]2[cH:16][cH:17][cH:18][cH:19][cH:20]2)[cH:6][cH:7]1>>[Cl:1][c:2]1[cH:3][cH:4][c:5]([CH:8]([N:9]2[CH2:10][CH2:11][N:12]([CH2:31][CH2:30][CH2:29][CH2:28][CH2:27][CH2:26][S:23]([N:22]([CH3:21])[CH3:33])(=[O:24])=[O:25])[CH2:13][CH2:14]2)[c:15]2[cH:16][cH:17][cH:18][cH:19][cH:20]2)[cH:6][cH:7]1. Reactants: ClCCCCBr, Oc1ccccc1. Yields the product ClCCCCOc1ccccc1. RXN SMILES: [Br:8][CH2:9][CH2:10][CH2:11][CH2:12][Cl:13].[OH:1][c:2]1[cH:3][cH:4][cH:5][cH:6][cH:7]1>>[O:1]([c:2]1[cH:3][cH:4][cH:5][cH:6][cH:7]1)[CH2:9][CH2:10][CH2:11][CH2:12][Cl:13]. Reactants: C(CCCCCCCCC)NC(=O)[C@H]1[C@@H](C1)C1=CC=C(C=C1)N (trans-N-decyl-2-(4-aminophenyl)cyclopropanecarboxamide), C(C(=C)CC(=O)O)(=O)O (itaconic acid). Product: C(CCCCCCCCC)NC(=O)[C@H]1[C@@H](C1)C1=CC=C(C=C1)N1C(CC(C1)C(=O)O)=O (trans-N-Decyl-2-[4-(4-carboxy-2-oxo-pyrrolidino)-phenyl]cyclopropanecarboxamide), material. Yield: 47.0%. As a reaction SMILES: [CH2:1]([NH:11][C:12]([C@@H:14]1[CH2:16][C@H:15]1[C:17]1[CH:22]=[CH:21][C:20]([NH2:23])=[CH:19][CH:18]=1)=[O:13])[CH2:2][CH2:3][CH2:4][CH2:5][CH2:6][CH2:7][CH2:8][CH2:9][CH3:10].[C:24]([OH:32])(=[O:31])[C:25]([CH2:27][C:28](O)=[O:29])=[CH2:26]>>[CH2:1]([NH:11][C:12]([C@@H:14]1[CH2:16][C@H:15]1[C:17]1[CH:22]=[CH:21][C:20]([N:23]2[CH2:26][CH:25]([C:24]([OH:32])=[O:31])[CH2:27][C:28]2=[O:29])=[CH:19][CH:18]=1)=[O:13])[CH2:2][CH2:3][CH2:4][CH2:5][CH2:6][CH2:7][CH2:8][CH2:9][CH3:10]. Reported procedure: The title compound was prepared from trans-N-decyl-2-(4-aminophenyl)cyclopropanecarboxamide and itaconic acid, substantially according to the procedure of Example 10. It was recrystallized twice from ethanol to give a 47% yield of material having a melting point of 214°-215° C. The infrared spectrum (KBr disc) showed absorptions at 3280, 3125, 1680 and 1625 cm-1. The reactants are O=C1CCC(=O)N1Cl, CON=C(C(=O)O)c1csc(N)n1, CN(C)C=O. Product: CON=C(C(=O)O)c1nc(N)sc1Cl. As a reaction SMILES: [Cl:14][N:15]1[C:16](=[O:17])[CH2:18][CH2:19][C:20]1=[O:21].[NH2:1][c:2]1[s:3][cH:4][c:5]([C:7]([C:8](=[O:9])[OH:10])=[N:11][O:12][CH3:13])[n:6]1.[O:22]=[CH:23][N:24]([CH3:25])[CH3:26]>>[NH2:1][c:2]1[s:3][c:4]([Cl:14])[c:5]([C:7]([C:8](=[O:9])[OH:10])=[N:11][O:12][CH3:13])[n:6]1. Starting materials: COc1ccc2c(c1)OC(C)(C)CC2=O, C1CCOC1, O, Cl[Pd]Cl. Yields the product COc1ccc2c(c1)OC(C)(C)C=C2. As a reaction SMILES: [CH3:1][O:2][c:3]1[cH:4][cH:5][c:6]2[c:11]([cH:12]1)[O:10][C:9]([CH3:13])([CH3:14])[CH2:8][C:7]2=[O:15].[O:16]1[CH2:17][CH2:18][CH2:19][CH2:20]1.[OH2:24].[Pd:21]([Cl:22])[Cl:23]>>[CH3:1][O:2][c:3]1[cH:4][cH:5][c:6]2[c:11]([cH:12]1)[O:10][C:9]([CH3:13])([CH3:14])[CH:8]=[CH:7]2.